Dataset: the Open Reaction Database (ORD), a public repository of structured organic reaction records. Task: describe an organic reaction: reactants, conditions, products, and yield Reactants: O=C(CC(=O)O)CC (3-Oxopentanoic acid), Cl (HCl). The solvent is C1CCOC1 (THF). Run at temperature 0 celsius, time 18 hour. Product: C(C)C1=CC(=C(C(O1)=O)C(CC)=O)O (6-Ethyl-4-hydroxy-3-propionyl-2-H-pyran-2-one). Reaction SMILES: [O:1]=[C:2]([CH2:7][CH3:8])[CH2:3][C:4]([OH:6])=[O:5].Cl>C1COCC1>[CH2:7]([C:2]1[O:5][C:4](=[O:6])[C:3]([C:2](=[O:1])[CH2:7][CH3:8])=[C:4]([OH:5])[CH:3]=1)[CH3:8]. Procedure: 3-Oxopentanoic acid (II in Scheme 1; Example 1.1; 2 g; 17.2 mmol) was dissolved in 30 ml THF and cooled to 0° C. To the solution, was added dicarbodiimidazole (3.6 g; 22.2 mmol; Aldrich). The reaction mixture was stirred for 18 h at 25° C., neutralized with 2% HCl, extracted with 3×30 ml EtOAc, dried with anhydrous Na2SO4, and evaporated to a white solid. The product was purified via silica chromatography (20% EtOAc in hexanes). The reactants are CCNC(=O)Nc1ccc(-c2nc3c(c(N4CCOCC4C)n2)CCNC3)cc1, CN(C)C(=O)CCl, [I-], [K+], CN(C)C=O. The product is CCNC(=O)Nc1ccc(-c2nc3c(c(N4CCOCC4C)n2)CCN(CC(=O)N(C)C)C3)cc1. RXN SMILES: [CH2:1]([CH3:2])[NH:3][C:4](=[O:5])[NH:6][c:7]1[cH:8][cH:9][c:10](-[c:13]2[n:14][c:15]([N:23]3[CH:24]([CH3:29])[CH2:25][O:26][CH2:27][CH2:28]3)[c:16]3[c:17]([n:18]2)[CH2:19][NH:20][CH2:21][CH2:22]3)[cH:11][cH:12]1.[Cl:32][CH2:33][C:34](=[O:35])[N:36]([CH3:37])[CH3:38].[I-:31].[K+:30].[O:39]=[CH:40][N:41]([CH3:42])[CH3:43]>>[CH2:1]([CH3:2])[NH:3][C:4](=[O:5])[NH:6][c:7]1[cH:8][cH:9][c:10](-[c:13]2[n:14][c:15]([N:23]3[CH:24]([CH3:29])[CH2:25][O:26][CH2:27][CH2:28]3)[c:16]3[c:17]([n:18]2)[CH2:19][N:20]([CH2:33][C:34](=[O:35])[N:36]([CH3:37])[CH3:38])[CH2:21][CH2:22]3)[cH:11][cH:12]1.